Dataset: the Open Reaction Database (ORD), a public repository of structured organic reaction records. Task: describe an organic reaction: reactants, conditions, products, and yield Reactants: Cc1cc(N)cnc1-n1cc(C(F)(F)F)cn1, Cc1ccccc1, COC(=O)c1ccc(C=O)nc1. The product is COC(=O)c1ccc(C=Nc2cnc(-n3cc(C(F)(F)F)cn3)c(C)c2)nc1. RXN SMILES: [CH3:13][c:14]1[cH:15][c:16]([NH2:29])[cH:17][n:18][c:19]1-[n:20]1[n:21][cH:22][c:23]([C:25]([F:26])([F:27])[F:28])[cH:24]1.[CH3:30][c:31]1[cH:32][cH:33][cH:34][cH:35][cH:36]1.[CH:1](=[O:2])[c:3]1[n:4][cH:5][c:6]([C:7](=[O:8])[O:9][CH3:10])[cH:11][cH:12]1>>[CH:1]([c:3]1[n:4][cH:5][c:6]([C:7](=[O:8])[O:9][CH3:10])[cH:11][cH:12]1)=[N:29][c:16]1[cH:15][c:14]([CH3:13])[c:19](-[n:20]2[n:21][cH:22][c:23]([C:25]([F:26])([F:27])[F:28])[cH:24]2)[n:18][cH:17]1. The reactants are O=C([O-])[O-], C1CCOC1, CCO, [K+], [K+], CCOC(=O)c1sc2cc([N+](=O)[O-])ccc2c1C#C[Si](C)(C)C. RXN SMILES: [C:24](=[O:25])([O-:26])[O-:27].[CH2:33]1[O:34][CH2:35][CH2:36][CH2:37]1.[CH3:30][CH2:31][OH:32].[K+:28].[K+:29].[N+:1](=[O:2])([O-:3])[c:4]1[cH:5][c:6]2[c:7]([c:8]([C:16]#[C:17][Si:18]([CH3:19])([CH3:20])[CH3:21])[c:9]([C:11](=[O:12])[O:13][CH2:14][CH3:15])[s:10]2)[cH:22][cH:23]1>>[N+:1](=[O:2])([O-:3])[c:4]1[cH:5][c:6]2[c:7]([c:8]([C:16]#[CH:17])[c:9]([C:11](=[O:12])[O:13][CH2:14][CH3:15])[s:10]2)[cH:22][cH:23]1. Product: C#Cc1c(C(=O)OCC)sc2cc([N+](=O)[O-])ccc12.